Dataset: the Open Reaction Database (ORD), a public repository of structured organic reaction records. Task: describe an organic reaction: reactants, conditions, products, and yield Reactants: CC(=O)c1ccc(NCc2ccc(C(O)c3cccc(C#N)c3)cc2)c(C)c1O, C=O, CC#N, Cl. Product: CC(=O)c1ccc(N(C)Cc2ccc(C(O)c3cccc(C#N)c3)cc2)c(C)c1O. As a reaction SMILES: [C:1]([CH3:2])(=[O:3])[c:4]1[c:5]([OH:29])[c:6]([CH3:28])[c:7]([NH:10][CH2:11][c:12]2[cH:13][cH:14][c:15]([CH:18]([c:19]3[cH:20][c:21]([C:22]#[N:23])[cH:24][cH:25][cH:26]3)[OH:27])[cH:16][cH:17]2)[cH:8][cH:9]1.[CH2:30]=[O:31].[CH3:33][C:34]#[N:35].[ClH:32]>>[C:1]([CH3:2])(=[O:3])[c:4]1[c:5]([OH:29])[c:6]([CH3:28])[c:7]([N:10]([CH2:11][c:12]2[cH:13][cH:14][c:15]([CH:18]([c:19]3[cH:20][c:21]([C:22]#[N:23])[cH:24][cH:25][cH:26]3)[OH:27])[cH:16][cH:17]2)[CH3:30])[cH:8][cH:9]1. The reactants are CN, CC(C)O, Cc1cc(N)n(-c2cc(Cl)ncn2)n1. Product: CNc1cc(-n2nc(C)cc2N)ncn1. Reaction SMILES: [CH3:15][NH2:16].[CH3:17][CH:18]([OH:19])[CH3:20].[CH3:1][c:2]1[cH:3][c:4]([NH2:14])[n:5](-[c:7]2[n:8][cH:9][n:10][c:11]([Cl:13])[cH:12]2)[n:6]1>>[CH3:1][c:2]1[cH:3][c:4]([NH2:14])[n:5](-[c:7]2[n:8][cH:9][n:10][c:11]([NH:16][CH3:15])[cH:12]2)[n:6]1. Reactants: ClC(C(CC(F)(F)F)Cl)(F)F (1,2-dichloro-1,1,4,4,4-pentafluorobutane), C1CCCS1(=O)=O (tetramethylene sulphone), [F-].[K+] (potassium fluoride). Yields the product FC(C=CC(F)(F)F)(F)F (1,1,1,4,4,4-hexafluorobut-2-ene). Isolated yield 89.5%. RXN SMILES: Cl[C:2]([F:11])([F:10])[CH:3](Cl)[CH2:4][C:5]([F:8])([F:7])[F:6].C1S(=O)(=O)CCC1.[F-:19].[K+]>>[F:10][C:2]([F:11])([F:19])[CH:3]=[CH:4][C:5]([F:8])([F:7])[F:6] |f:2.3|. Procedure: 960 g of 1,2-dichloro-1,1,4,4,4-pentafluorobutane were added dropwise to a mixture of 3 1 of distilled tetramethylene sulphone and 830 g of dried potassium fluoride at 190° C. and 1,1,1,4,4,4-hexafluorobut-2-ene was distilled off as it was formed. The product thus obtained was redistilled to give 650 g of 1,1,1,4,4,4-hexafluorobut-2-ene having a boiling point of 8° C at atmospheric pressure. As a reaction SMILES: [CH3:41][N:42]([CH3:43])[CH:44]=[O:45].[CH:32]([N:33]([CH2:34][CH3:35])[CH:36]([CH3:37])[CH3:38])([CH3:39])[CH3:40].[Cl:1][c:2]1[n:3][c:4](-[c:18]2[n:19][cH:20][cH:21][n:22][cH:23]2)[n:5][c:6]([Cl:17])[c:7]1-[c:8]1[c:9]([F:16])[cH:10][c:11]([F:15])[cH:12][c:13]1[F:14].[ClH:24].[F:25][C:26]([CH:27]([CH3:28])[NH2:29])([F:30])[F:31]>>[Cl:1][c:2]1[n:3][c:4](-[c:18]2[n:19][cH:20][cH:21][n:22][cH:23]2)[n:5][c:6]([NH:29][CH:27]([C:26]([F:25])([F:30])[F:31])[CH3:28])[c:7]1-[c:8]1[c:9]([F:16])[cH:10][c:11]([F:15])[cH:12][c:13]1[F:14]. The reactants are CN(C)C=O, CCN(C(C)C)C(C)C, Fc1cc(F)c(-c2c(Cl)nc(-c3cnccn3)nc2Cl)c(F)c1, Cl, CC(N)C(F)(F)F. The product is CC(Nc1nc(-c2cnccn2)nc(Cl)c1-c1c(F)cc(F)cc1F)C(F)(F)F. Reported procedure: A mixture of 9 parts of ethyl 6-hydroxy-1-thiachromone-2-carboxylate, 15 parts of isoamyl bromide and 14 parts of anhydrous potassium carbonate in 130 parts of acetone was stirred and heated under reflux for 18 hours. Insoluble material was then filtered off and washed with acetone and the total acetone solution was evaporated to leave a yellow solid, which was crystallized from ethanol to give 4.1 parts of ethyl 6-(3-methylbutoxy)-1-thiachromone-2-carboxylate, melting point 83°-84°C. This entir... Starting materials: OC=1C=C2C(C=C(SC2=CC1)C(=O)OCC)=O (ethyl 6-hydroxy-1-thiachromone-2-carboxylate), C(CC(C)C)Br (isoamyl bromide), C([O-])([O-])=O.[K+].[K+] (potassium carbonate). Reaction SMILES: [OH:1][C:2]1[CH:3]=[C:4]2[C:9](=[CH:10][CH:11]=1)[S:8][C:7]([C:12]([O:14][CH2:15][CH3:16])=[O:13])=[CH:6][C:5]2=[O:17].[CH2:18](Br)[CH2:19][CH:20]([CH3:22])[CH3:21].C(=O)([O-])[O-].[K+].[K+]>CC(C)=O>[CH3:21][CH:20]([CH3:22])[CH2:19][CH2:18][O:1][C:2]1[CH:3]=[C:4]2[C:9](=[CH:10][CH:11]=1)[S:8][C:7]([C:12]([O:14][CH2:15][CH3:16])=[O:13])=[CH:6][C:5]2=[O:17] |f:2.3.4|. The solvent is CC(=O)C (acetone). The product is CC(CCOC=1C=C2C(C=C(SC2=CC1)C(=O)OCC)=O)C (ethyl 6-(3-methylbutoxy)-1-thiachromone-2-carboxylate). Starting materials: CCCCCN1C(=O)C(C)(C)c2cc3[nH]c(NC)nc3cc21, Cc1ccc(S(=O)(=O)Cl)cc1, O, c1ccncc1. The product is CCCCCN1C(=O)C(C)(C)c2cc3c(cc21)nc(NC)n3S(=O)(=O)c1ccc(C)cc1. Reaction SMILES: [CH3:1][C:2]1([CH3:22])[C:3](=[O:21])[N:4]([CH2:16][CH2:17][CH2:18][CH2:19][CH3:20])[c:5]2[cH:6][c:7]3[c:8]([cH:9][c:10]21)[nH:11][c:12]([NH:14][CH3:15])[n:13]3.[CH3:23][c:24]1[cH:25][cH:26][c:27]([S:30](=[O:31])(=[O:32])[Cl:33])[cH:28][cH:29]1.[OH2:34].[cH:35]1[cH:36][cH:37][n:38][cH:39][cH:40]1>>[CH3:1][C:2]1([CH3:22])[C:3](=[O:21])[N:4]([CH2:16][CH2:17][CH2:18][CH2:19][CH3:20])[c:5]2[cH:6][c:7]3[c:8]([cH:9][c:10]21)[n:11]([S:30]([c:27]1[cH:26][cH:25][c:24]([CH3:23])[cH:29][cH:28]1)(=[O:31])=[O:32])[c:12]([NH:14][CH3:15])[n:13]3. The reactants are ClC1=NC=CC(=N1)N(C1=CC2=C(N(C(=N2)NC(C)C2=CC=CC=C2)C)C=C1)C (N5-(2-Chloro-pyrimidin-4-yl)-1,N5-dimethyl-N2-(1-phenyl-ethyl)-1H-benzoimidazole-2,5-diamine), CS(=O)(=O)CC1=CC=C(N)C=C1 (4-[(methylsulfonyl)methyl]aniline). The product is Cl.CS(=O)(=O)CC1=CC=C(C=C1)NC1=NC=CC(=N1)N(C1=CC2=C(N(C(=N2)NC(C)C2=CC=CC=C2)C)C=C1)C (N5-[2-(4-Methanesulfonylmethyl-phenylamino)-pyrimidin-4-yl]-1,N5-dimethyl-N2-(1-phenyl-ethyl)-1H-benzoimidazole-2,5-diamine hydrochloride). RXN SMILES: [Cl:1][C:2]1[N:7]=[C:6]([N:8]([CH3:28])[C:9]2[CH:27]=[CH:26][C:12]3[N:13]([CH3:25])[C:14]([NH:16][CH:17]([C:19]4[CH:24]=[CH:23][CH:22]=[CH:21][CH:20]=4)[CH3:18])=[N:15][C:11]=3[CH:10]=2)[CH:5]=[CH:4][N:3]=1.[CH3:29][S:30]([CH2:33][C:34]1[CH:40]=[CH:39][C:37]([NH2:38])=[CH:36][CH:35]=1)(=[O:32])=[O:31]>>[ClH:1].[CH3:29][S:30]([CH2:33][C:34]1[CH:40]=[CH:39][C:37]([NH:38][C:2]2[N:7]=[C:6]([N:8]([CH3:28])[C:9]3[CH:27]=[CH:26][C:12]4[N:13]([CH3:25])[C:14]([NH:16][CH:17]([C:19]5[CH:24]=[CH:23][CH:22]=[CH:21][CH:20]=5)[CH3:18])=[N:15][C:11]=4[CH:10]=3)[CH:5]=[CH:4][N:3]=2)=[CH:36][CH:35]=1)(=[O:31])=[O:32] |f:2.3|. Reported procedure: The title compound was prepared following the procedure of example two with N5-(2-Chloro-pyrimidin-4-yl)-1,N5-dimethyl-N2-(1-phenyl-ethyl)-1H-benzoimidazole-2,5-diamine (98 mg, 0.25 mmol) and 4-[(methylsulfonyl)methyl]aniline (46 mg, 0.25 mmol) as a white solid (66 mg, 46%). 1H NMR (400 MHz, d6-DMSO) δ 9.18 (s, 1H), 7.72-7.77 (M, 3H), 7.42 (d, J=7.6 Hz, 2H), 7.16-7.21 (m, 4H), 7.10 (d, J=8.0 Hz, 1H), 7.02 (d, J=2.0 Hz, 1H), 6.79 (dd, J=8.4 and 2.0 Hz, 1H), 5.58 (d, J=5.6 Hz, 1H), 5.12 (m, 1H), 4... Starting materials: NCCc1ccccc1, CS(=O)(=O)c1nccc(N2CCCn3c2nc(-c2ccccc2)c([N+](=O)[O-])c3=O)n1, ClCCl. The product is O=c1c([N+](=O)[O-])c(-c2ccccc2)nc2n1CCCN2c1ccnc(NCCc2ccccc2)n1. RXN SMILES: [CH2:31]([CH2:32][c:33]1[cH:34][cH:35][cH:36][cH:37][cH:38]1)[NH2:39].[CH3:1][S:2](=[O:3])(=[O:4])[c:5]1[n:6][cH:7][cH:8][c:9]([N:11]2[CH2:12][CH2:13][CH2:14][n:15]3[c:16]2[n:17][c:18](-[c:25]2[cH:26][cH:27][cH:28][cH:29][cH:30]2)[c:19]([N+:22](=[O:23])[O-:24])[c:20]3=[O:21])[n:10]1.[Cl:40][CH2:41][Cl:42]>>[c:5]1([NH:39][CH2:31][CH2:32][c:33]2[cH:34][cH:35][cH:36][cH:37][cH:38]2)[n:6][cH:7][cH:8][c:9]([N:11]2[CH2:12][CH2:13][CH2:14][n:15]3[c:16]2[n:17][c:18](-[c:25]2[cH:26][cH:27][cH:28][cH:29][cH:30]2)[c:19]([N+:22](=[O:23])[O-:24])[c:20]3=[O:21])[n:10]1. The reactants are CS(=O)(=O)OCCc1cc2cc(-c3ccc(C(=O)N4CCOCC4)cn3)ccc2o1, CC1CCCN1. Product: CC1CCCN1CCc1cc2cc(-c3ccc(C(=O)N4CCOCC4)cn3)ccc2o1. Reaction SMILES: [CH3:1][S:2]([O:3][CH2:6][CH2:7][c:8]1[o:9][c:10]2[c:11]([cH:12]1)[cH:13][c:14](-[c:17]1[n:18][cH:19][c:20]([C:23](=[O:24])[N:25]3[CH2:26][CH2:27][O:28][CH2:29][CH2:30]3)[cH:21][cH:22]1)[cH:15][cH:16]2)(=[O:4])=[O:5].[CH3:31][CH:32]1[NH:33][CH2:34][CH2:35][CH2:36]1>>[CH2:6]([CH2:7][c:8]1[o:9][c:10]2[c:11]([cH:12]1)[cH:13][c:14](-[c:17]1[n:18][cH:19][c:20]([C:23](=[O:24])[N:25]3[CH2:26][CH2:27][O:28][CH2:29][CH2:30]3)[cH:21][cH:22]1)[cH:15][cH:16]2)[N:33]1[CH:32]([CH3:31])[CH2:36][CH2:35][CH2:34]1.